The task is: describe an organic reaction: reactants, conditions, products, and yield. This data is from the Open Reaction Database (ORD), a public repository of structured organic reaction records. Starting materials: C[O-].[Na+] (sodium methoxide), C(C)(=O)O[C@H]1C[C@@H](N(C1)C(C)=O)C1=CC2=C(N=C(N2)C2=NC=CC=C2)C=C1OC1=CC=C(C=C1)S(=O)(=O)C (trans-1-(4-acetoxy-2-(6-(4-methanesulfonyl-phenoxy)-2-pyridin-2-yl-3H-benzimidazol-5-yl)-pyrrolidin-1-yl)-ethanone). Solvent: CO (methanol). Run at time 10 minute. Yields the product O[C@H]1C[C@@H](N(C1)C(C)=O)C1=CC2=C(N=C(N2)C2=NC=CC=C2)C=C1OC1=CC=C(C=C1)S(=O)(=O)C (Trans-1-(4-hydroxy-2-(6-(4-methanesulfonyl-phenoxy)-2-pyridin-2-yl-3H-benzimidazol-5-yl)-pyrrolidin-1-yl)-ethanone). Reaction SMILES: C[O-].[Na+].C([O:7][C@@H:8]1[CH2:12][N:11]([C:13](=[O:15])[CH3:14])[C@@H:10]([C:16]2[C:30]([O:31][C:32]3[CH:37]=[CH:36][C:35]([S:38]([CH3:41])(=[O:40])=[O:39])=[CH:34][CH:33]=3)=[CH:29][C:19]3[N:20]=[C:21]([C:23]4[CH:28]=[CH:27][CH:26]=[CH:25][N:24]=4)[NH:22][C:18]=3[CH:17]=2)[CH2:9]1)(=O)C>CO>[OH:7][C@@H:8]1[CH2:12][N:11]([C:13](=[O:15])[CH3:14])[C@@H:10]([C:16]2[C:30]([O:31][C:32]3[CH:33]=[CH:34][C:35]([S:38]([CH3:41])(=[O:39])=[O:40])=[CH:36][CH:37]=3)=[CH:29][C:19]3[N:20]=[C:21]([C:23]4[CH:28]=[CH:27][CH:26]=[CH:25][N:24]=4)[NH:22][C:18]=3[CH:17]=2)[CH2:9]1 |f:0.1|. Procedure details: 0.015 ml of 25% sodium methoxide was added to a methanol (2 ml) solution of 40 mg of trans-1-(4-acetoxy-2-(6-(4-methanesulfonyl-phenoxy)-2-pyridin-2-yl-3H-benzimidazol-5-yl)-pyrrolidin-1-yl)-ethanone obtained in Example 325, and the reaction liquid was stirred at room temperature for 10 minutes. The solvent was evaporated away under reduced pressure, and the residue was purified through reversed-phase middle-pressure liquid chromatography [ODS-AS-360-CC (by YMC), mobile phase: water-acetonitrile... Reactants: BrC1=C(N=C(S1)C1=CC=CC=C1)C1=CC=NC=C1 (5-bromo-2-phenyl-4-(pyridin-4-yl)thiazole), COC=1C(=NC=C(C1)B1OC(C(O1)(C)C)(C)C)N (3-methoxy-5-(4,4,5,5-tetramethyl-1,3,2-dioxaborolan-2-yl)pyridin-2-amine), C(=O)([O-])[O-].[K+].[K+] (K2CO3). Reagents/catalysts: C=1C=CC(=CC1)[P](C=2C=CC=CC2)(C=3C=CC=CC3)[Pd]([P](C=4C=CC=CC4)(C=5C=CC=CC5)C=6C=CC=CC6)([P](C=7C=CC=CC7)(C=8C=CC=CC8)C=9C=CC=CC9)[P](C=1C=CC=CC1)(C=1C=CC=CC1)C=1C=CC=CC1 (Pd(PPh3)4). The solvent is O1CCOCC1 (dioxane). Yields the product COC=1C(=NC=C(C1)C1=C(N=C(S1)C1=CC=CC=C1)C1=CC=NC=C1)N (3-methoxy-5-(2-phenyl-4-(pyridin-4-yl)thiazol-5-yl)pyridin-2-amine). Reaction SMILES: Br[C:2]1[S:6][C:5]([C:7]2[CH:12]=[CH:11][CH:10]=[CH:9][CH:8]=2)=[N:4][C:3]=1[C:13]1[CH:18]=[CH:17][N:16]=[CH:15][CH:14]=1.[CH3:19][O:20][C:21]1[C:22]([NH2:36])=[N:23][CH:24]=[C:25](B2OC(C)(C)C(C)(C)O2)[CH:26]=1.C([O-])([O-])=O.[K+].[K+]>O1CCOCC1.C1C=CC([P]([Pd]([P](C2C=CC=CC=2)(C2C=CC=CC=2)C2C=CC=CC=2)([P](C2C=CC=CC=2)(C2C=CC=CC=2)C2C=CC=CC=2)[P](C2C=CC=CC=2)(C2C=CC=CC=2)C2C=CC=CC=2)(C2C=CC=CC=2)C2C=CC=CC=2)=CC=1>[CH3:19][O:20][C:21]1[C:22]([NH2:36])=[N:23][CH:24]=[C:25]([C:2]2[S:6][C:5]([C:7]3[CH:12]=[CH:11][CH:10]=[CH:9][CH:8]=3)=[N:4][C:3]=2[C:13]2[CH:18]=[CH:17][N:16]=[CH:15][CH:14]=2)[CH:26]=1 |f:2.3.4,^1:52,54,73,92|. Procedure details: A mixture of 5-bromo-2-phenyl-4-(pyridin-4-yl)thiazole (20 mg, 0.062 mmol), 3-methoxy-5-(4,4,5,5-tetramethyl-1,3,2-dioxaborolan-2-yl)pyridin-2-amine (39 mg, 0.157 mmol), and aqueous 2.0 M K2CO3 solution (0.5 ml, 1 mmol) in dioxane (0.5 mL) was sparged with Ar. Pd(PPh3)4 (181 mg, 0.157 mmol) was added, the reaction was sealed and irradiated at 120° C. for 15 min. While allowing to cool to rt, the reaction partitioned and the resulting layers were separated. The aqueous phase was extracted with Et... Starting materials: ClC1=NC=NC2=CC(=C(C=C12)OCCCN1CCOCC1)OC (4-chloro-7-methoxy-6-(3-morpholinopropoxy)quinazoline), NC1=C([Se]C(=C1)C(C)(C)C)C(=O)N (3-amino-5-tert-butylselenophene-2-carboxamide), CN(C)C=O.[OH-].[Na+] (DMF NaOH). Product: O1CCN(CC1)CCCOC=1C=C2C(=NC=NC2=CC1OC)NC1=C([Se]C(=C1)C(C)(C)C)C(=O)N (3-(6-(3-morpholinopropoxy)-7-methoxyquinazolin-4-ylamino)-5-tert-butylselenophene-2-carboxamide). As a reaction SMILES: Cl[C:2]1[C:11]2[C:6](=[CH:7][C:8]([O:22][CH3:23])=[C:9]([O:12][CH2:13][CH2:14][CH2:15][N:16]3[CH2:21][CH2:20][O:19][CH2:18][CH2:17]3)[CH:10]=2)[N:5]=[CH:4][N:3]=1.[NH2:24][C:25]1[CH:29]=[C:28]([C:30]([CH3:33])([CH3:32])[CH3:31])[Se:27][C:26]=1[C:34]([NH2:36])=[O:35].CN(C=O)C.[OH-].[Na+]>>[O:19]1[CH2:20][CH2:21][N:16]([CH2:15][CH2:14][CH2:13][O:12][C:9]2[CH:10]=[C:11]3[C:6](=[CH:7][C:8]=2[O:22][CH3:23])[N:5]=[CH:4][N:3]=[C:2]3[NH:24][C:25]2[CH:29]=[C:28]([C:30]([CH3:33])([CH3:31])[CH3:32])[Se:27][C:26]=2[C:34]([NH2:36])=[O:35])[CH2:17][CH2:18]1 |f:2.3.4|. Procedure details: The reaction of 4-chloro-7-methoxy-6-(3-morpholinopropoxy)quinazoline with 3-amino-5-tert-butylselenophene-2-carboxamide in the presence of DMF/NaOH as described in Example 1 gave title compound a pale yellow color solid, mp 208-212° C. IR (KBr) vmax 3438, 3158, 2949, 1618, 1570, 1385, 1228, 1127, 1027, 859 cm−1; 1H NMR (400 MHz, CDCl3): δ 12.01 (1H, s, exchangeable with D2O), 8.86 (1H, s), 8.72 (1H, s), 7.38 (1H, s), 7.23 (1H, s), 5.37 (2H, br s), 4.32 (2H, t, J=6.4 Hz), 4.01 (3H, s), 3.73 (4H,... Reactants: CC(=O)[O-], CC(=O)[O-], CC(=O)[O-], O=C([O-])O, CC(=O)[O-], CC1(C)COC2(CCCC3(C2)NNC2(CCC(C4CCCCC4)CC2)S3)OC1, CCCCCC, [Ca+2], NN, [Na+], O=C([O-])[O-], [Pb+4]. Product: CC1(C)COC2(CCCC3(C2)N=NC2(CCC(C4CCCCC4)CC2)S3)OC1. Reaction SMILES: [C:10]([O-:11])(=[O:12])[CH3:13].[C:14]([O-:15])(=[O:16])[CH3:17].[C:18]([O-:19])(=[O:20])[CH3:21].[C:53](=[O:54])([OH:55])[O-:56].[C:6]([O-:7])(=[O:8])[CH3:9].[CH3:23][C:24]1([CH3:50])[CH2:25][O:26][C:27]2([CH2:28][CH2:29][CH2:30][C:31]3([CH2:32]2)[S:33][C:34]2([CH2:35][CH2:36][CH:37]([CH:40]4[CH2:41][CH2:42][CH2:43][CH2:44][CH2:45]4)[CH2:38][CH2:39]2)[NH:47][NH:46]3)[O:48][CH2:49]1.[CH3:58][CH2:59][CH2:60][CH2:61][CH2:62][CH3:63].[Ca+2:1].[NH2:51][NH2:52].[Na+:57].[O-:2][C:3](=[O:4])[O-:5].[Pb+4:22]>>[CH3:23][C:24]1([CH3:50])[CH2:25][O:26][C:27]2([CH2:28][CH2:29][CH2:30][C:31]3([CH2:32]2)[S:33][C:34]2([CH2:35][CH2:36][CH:37]([CH:40]4[CH2:41][CH2:42][CH2:43][CH2:44][CH2:45]4)[CH2:38][CH2:39]2)[N:51]=[N:52]3)[O:48][CH2:49]1. Reactants: C1(CCC1)N1N=C(C2=CC=CC=C12)C(=O)N[C@@H]1CC[C@@H](N(C1)C(=O)OC(C)(C)C)CC1(CCOCC1)O (tert-Butyl cis-5-{[(1-cyclobutyl-1H-indazol-3-yl)carbonyl]amino}-2-[(4-hydroxytetrahydro-2H-pyran-4-yl)methyl]piperidine-1-carboxylate), Cl (hydrochloric acid). Run in CO (methanol). The product is C1(CCC1)N1N=C(C2=CC=CC=C12)C(=O)N[C@@H]1CN[C@@H](CC1)CC1(CCOCC1)O (1-Cylobutyl-N-{cis-6-[(4-hydroxytetrahydro-2H-pyran-4-yl)methyl]piperidin-3-yl}1H-indazole-3-carboxamide). Isolated yield 80.4%. Reaction SMILES: [CH:1]1([N:5]2[C:13]3[C:8](=[CH:9][CH:10]=[CH:11][CH:12]=3)[C:7]([C:14]([NH:16][C@H:17]3[CH2:22][N:21](C(OC(C)(C)C)=O)[C@@H:20]([CH2:30][C:31]4([OH:37])[CH2:36][CH2:35][O:34][CH2:33][CH2:32]4)[CH2:19][CH2:18]3)=[O:15])=[N:6]2)[CH2:4][CH2:3][CH2:2]1.Cl>CO>[CH:1]1([N:5]2[C:13]3[C:8](=[CH:9][CH:10]=[CH:11][CH:12]=3)[C:7]([C:14]([NH:16][C@H:17]3[CH2:18][CH2:19][C@@H:20]([CH2:30][C:31]4([OH:37])[CH2:36][CH2:35][O:34][CH2:33][CH2:32]4)[NH:21][CH2:22]3)=[O:15])=[N:6]2)[CH2:2][CH2:3][CH2:4]1. Procedure: The mixture of tert-butyl cis-5-{[(1-cyclobutyl-1H-indazol-3-yl)carbonyl]amino}-2-[(4-hydroxytetrahydro-2H-pyran-4-yl)methyl]piperidine-1-carboxylate (112 mg, 0.22 mmol, step 3 of Example 4) and 10% hydrochloric acid in methanol (15 mL) was stirred at room temperature. After stirring for 1 h, the solvent was removed under reduced pressure. The residue was dissolved in methanol (2 mL), and this was poured onto saturated aqueous sodium hydrogencarbonate solution (50 mL). The aqueous layer was extr... The reactants are [BH4-], CCO, Cl, Nc1ccc([N+](=O)[O-])cc1C=O, [Na+]. Yields the product Nc1ccc([N+](=O)[O-])cc1CO. As a reaction SMILES: [BH4-:13].[CH3:16][CH2:17][OH:18].[ClH:15].[NH2:1][c:2]1[c:3]([CH:4]=[O:5])[cH:6][c:7]([N+:10](=[O:11])[O-:12])[cH:8][cH:9]1.[Na+:14]>>[NH2:1][c:2]1[c:3]([CH2:4][OH:5])[cH:6][c:7]([N+:10](=[O:11])[O-:12])[cH:8][cH:9]1. The reactants are N[C@H](C(F)(F)F)C1=C(C(=NO1)C)C1=C(C(=O)OCC)C=CC=C1 (ethyl 2-(5-((S)-1-amino-2,2,2-trifluoroethyl)-3-methylisoxazol-4-yl)benzoate), C1CCOC1 (THF), C(C)(C)[Mg]Cl (isopropylmagnesium chloride). Solvent: [NH4+].[Cl-] (NH4Cl), CCOC(=O)C (EtOAc). Conditions: temperature -40 celsius. Yields the product CC1=NOC2=C1C1=C(C(NC2C(F)(F)F)=O)C=CC=C1 (1-methyl-4-(trifluoromethyl)-4H-benzo[c]isoxazolo[4,5-e]azepin-6(5H)-one). The yield is 80.7%. As a reaction SMILES: [NH2:1][C@@H:2]([C:7]1[O:11][N:10]=[C:9]([CH3:12])[C:8]=1[C:13]1[CH:23]=[CH:22][CH:21]=[CH:20][C:14]=1[C:15](OCC)=[O:16])[C:3]([F:6])([F:5])[F:4].C1COCC1.C([Mg]Cl)(C)C>[NH4+].[Cl-].CCOC(C)=O>[CH3:12][C:9]1[C:8]2[C:13]3[CH:23]=[CH:22][CH:21]=[CH:20][C:14]=3[C:15](=[O:16])[NH:1][CH:2]([C:3]([F:6])([F:5])[F:4])[C:7]=2[O:11][N:10]=1 |f:3.4|. Reported procedure: To a round bottomed flask was added ethyl 2-(5-((S)-1-amino-2,2,2-trifluoroethyl)-3-methylisoxazol-4-yl)benzoate (124.2 mg, 0.378 mmol) and THF (2 mL) before the solution was cooled to −40° C. To this solution was added isopropylmagnesium chloride (473 μl, 0.946 mmol) and the reaction warmed to room temperature. The solution was diluted with NH4Cl solution and EtOAc. The layers were separated and the aqueous phase was extracted with EtOAc. The combined organics were washed with brine, dried over... The reactants are CC(C)OC(C)C, COC(C)(CC(=O)Nc1ccccc1)OC. Product: COC(C)=CC(=O)Nc1ccccc1. As a reaction SMILES: [CH:17]([O:18][CH:19]([CH3:20])[CH3:21])([CH3:22])[CH3:23].[c:1]1([NH:7][C:8]([CH2:9][C:10]([CH3:11])([O:12][CH3:13])[O:14][CH3:15])=[O:16])[cH:2][cH:3][cH:4][cH:5][cH:6]1>>[c:1]1([NH:7][C:8]([CH:9]=[C:10]([CH3:11])[O:12][CH3:13])=[O:16])[cH:2][cH:3][cH:4][cH:5][cH:6]1. Reactants: BrC=1C=NC=NC1 (5-bromo-pyrimidine), C(C)(C)(C)OC(=O)N1CCC(CC1)N (4-amino-piperidine-1-carboxylic acid tert-butyl ester), O([K])C(C)(C)C (KOtert-Bu). Reagents/catalysts: C=1C=CC(=CC1)/C=C/C(=O)/C=C/C2=CC=CC=C2.C=1C=CC(=CC1)/C=C/C(=O)/C=C/C2=CC=CC=C2.C=1C=CC(=CC1)/C=C/C(=O)/C=C/C2=CC=CC=C2.[Pd].[Pd] (tris(dibenzylideneacetone)dipalladium(0)), C1(=CC=CC=C1)P(C1=C(C2=CC=CC=C2C=C1)C1=C(C=CC2=CC=CC=C12)P(C1=CC=CC=C1)C1=CC=CC=C1)C1=CC=CC=C1 (rac-2,2′-bis(diphenylphosphino)-1,1′-binaphthalene). Solvent: C1(=CC=CC=C1)C (toluene). Yields the product C(C)(C)(C)OC(=O)N1CCC(CC1)NC=1C=NC=NC1 (4-(Pyrimidin-5-ylamino)-piperidine-1-carboxylic acid tert-butyl ester). Yield: 47.0%. RXN SMILES: Br[C:2]1[CH:3]=[N:4][CH:5]=[N:6][CH:7]=1.[C:8]([O:12][C:13]([N:15]1[CH2:20][CH2:19][CH:18]([NH2:21])[CH2:17][CH2:16]1)=[O:14])([CH3:11])([CH3:10])[CH3:9].O(C(C)(C)C)[K]>C1(C)C=CC=CC=1.C1C=CC(/C=C/C(/C=C/C2C=CC=CC=2)=O)=CC=1.C1C=CC(/C=C/C(/C=C/C2C=CC=CC=2)=O)=CC=1.C1C=CC(/C=C/C(/C=C/C2C=CC=CC=2)=O)=CC=1.[Pd].[Pd].C1(P(C2C=CC=CC=2)C2C=CC3C(=CC=CC=3)C=2C2C3C(=CC=CC=3)C=CC=2P(C2C=CC=CC=2)C2C=CC=CC=2)C=CC=CC=1>[C:8]([O:12][C:13]([N:15]1[CH2:20][CH2:19][CH:18]([NH:21][C:2]2[CH:3]=[N:4][CH:5]=[N:6][CH:7]=2)[CH2:17][CH2:16]1)=[O:14])([CH3:11])([CH3:9])[CH3:10] |f:4.5.6.7.8|. Procedure details: A mixture of 5-bromo-pyrimidine (1.59 g, 10.00 mmol, 1.0 equiv; commercially available), 4-amino-piperidine-1-carboxylic acid tert-butyl ester (2.00 g, 10.00 mmol, 1.0 equiv), rac-2,2′-bis(diphenylphosphino)-1,1′-binaphthalene (0.25 g, 0.40 mmol, 0.04 equiv), tris(dibenzylideneacetone)dipalladium(0) (0.21 g, 0.20 mmol, 0.02 equiv) and KOtert-Bu (1.35 g, 12.01 mmol, 1.2 equiv) in toluene (10 mL) was heated under Ar by microwave irradiation to 100° C. for 2 h. The crude reaction mixture was filter... The reactants are CCc1cc2ccccc2o1, O=S(=O)(O)Cl, ClCCl. Product: CCc1oc2ccccc2c1S(=O)(=O)Cl. RXN SMILES: [CH2:1]([CH3:2])[c:3]1[cH:4][c:5]2[c:6]([o:7]1)[cH:8][cH:9][cH:10][cH:11]2.[Cl:12][S:13](=[O:14])(=[O:15])[OH:16].[Cl:17][CH2:18][Cl:19]>>[CH2:1]([CH3:2])[c:3]1[c:4]([S:13]([Cl:12])(=[O:14])=[O:15])[c:5]2[c:6]([o:7]1)[cH:8][cH:9][cH:10][cH:11]2.